Task: describe an organic reaction: reactants, conditions, products, and yield. Dataset: the Open Reaction Database (ORD), a public repository of structured organic reaction records Starting materials: COC=1C=C(C=CC1)C (3-methoxy toluene), ClC=1C=C2C(C(NC2=CC1)=O)=O (5-chloroisatin). Yields the product ClC=1C=C2C(C(NC2=CC1)=O)(C1=C(C=C(C=C1)C)OC)O (5-chloro-3-hydroxy-3-(2-methoxy-4-methylphenyl)-1,3-dihydro-2H-indol-2-one). Yield: 12.6%. Reaction SMILES: [CH3:1][O:2][C:3]1[CH:4]=[C:5]([CH3:9])[CH:6]=[CH:7][CH:8]=1.[Cl:10][C:11]1[CH:12]=[C:13]2[C:17](=[CH:18][CH:19]=1)[NH:16][C:15](=[O:20])[C:14]2=[O:21]>>[Cl:10][C:11]1[CH:12]=[C:13]2[C:17](=[CH:18][CH:19]=1)[NH:16][C:15](=[O:20])[C:14]2([OH:21])[C:8]1[CH:7]=[CH:6][C:5]([CH3:9])=[CH:4][C:3]=1[O:2][CH3:1]. Reported procedure: With 22.3 g of 3-methoxy toluene and 33.1 g of 5-chloroisatin as starting materials, 6.98 g of the title compound (colorless solid) was obtained by a similar method to Step 239-1. The reactants are [Br-], CC(C)(C)OC(=O)n1nc(-c2cc3cc(O)ccc3n2C(=O)OC(C)(C)C)c2cc(OCc3ccccc3)ccc21, CCCC[N+](CCCC)(CCCC)CCCC, ClCCBr, ClCCl, [Na+], [OH-], O. Product: CC(C)(C)OC(=O)n1nc(-c2cc3cc(OCCCl)ccc3n2C(=O)OC(C)(C)C)c2cc(OCc3ccccc3)ccc21. Reaction SMILES: [Br-:51].[C:1]([CH3:2])([CH3:3])([CH3:4])[O:5][C:6](=[O:7])[n:8]1[n:9][c:10](-[c:25]2[n:26]([C:35](=[O:36])[O:37][C:38]([CH3:39])([CH3:40])[CH3:41])[c:27]3[cH:28][cH:29][c:30]([OH:34])[cH:31][c:32]3[cH:33]2)[c:11]2[cH:12][c:13]([O:17][CH2:18][c:19]3[cH:20][cH:21][cH:22][cH:23][cH:24]3)[cH:14][cH:15][c:16]12.[CH3:52][CH2:53][CH2:54][CH2:55][N+:56]([CH2:57][CH2:58][CH2:59][CH3:60])([CH2:61][CH2:62][CH2:63][CH3:64])[CH2:65][CH2:66][CH2:67][CH3:68].[Cl:42][CH2:43][CH2:44][Br:45].[Cl:48][CH2:49][Cl:50].[Na+:47].[OH-:46].[OH2:69]>>[C:1]([CH3:2])([CH3:3])([CH3:4])[O:5][C:6](=[O:7])[n:8]1[n:9][c:10](-[c:25]2[n:26]([C:35](=[O:36])[O:37][C:38]([CH3:39])([CH3:40])[CH3:41])[c:27]3[cH:28][cH:29][c:30]([O:34][CH2:44][CH2:43][Cl:42])[cH:31][c:32]3[cH:33]2)[c:11]2[cH:12][c:13]([O:17][CH2:18][c:19]3[cH:20][cH:21][cH:22][cH:23][cH:24]3)[cH:14][cH:15][c:16]12. The solvent is C(C)(=O)O (acetic acid), C(C)(=O)O (acetic acid). Starting materials: NC1=CC=C(C=C1)C=1NC(=C(N1)C1=CC=C(C=C1)F)C1=CC=NC=C1 (2-(4-aminophenyl)-4-(4-fluorophenyl)-5-(4-pyridyl)-1H-imidazole), ICl (ICl), [OH-].[Na+] (NaOH), Na2S2O5. RXN SMILES: [NH2:1][C:2]1[CH:7]=[CH:6][C:5]([C:8]2[NH:9][C:10]([C:20]3[CH:25]=[CH:24][N:23]=[CH:22][CH:21]=3)=[C:11]([C:13]3[CH:18]=[CH:17][C:16]([F:19])=[CH:15][CH:14]=3)[N:12]=2)=[CH:4][CH:3]=1.[I:26]Cl.[OH-].[Na+]>C(O)(=O)C>[NH2:1][C:2]1[CH:7]=[CH:6][C:5]([C:8]2[NH:9][C:10]([C:20]3[CH:25]=[CH:24][N:23]=[CH:22][CH:21]=3)=[C:11]([C:13]3[CH:14]=[CH:15][C:16]([F:19])=[CH:17][CH:18]=3)[N:12]=2)=[CH:4][C:3]=1[I:26] |f:2.3|. Procedure: To a solution of 2-(4-aminophenyl)-4-(4-fluorophenyl)-5-(4-pyridyl)-1H-imidazole (50 mg, 0.15 mmol) [See Ex. 28 above] in glacial acetic acid (5 mL) was added a solution of ICl (24 mg, 0.15 mmol) in glacial acetic acid (1.5 mL). The resulting mixture was stirred at rt for 1 h, then poured into saturated aqueous Na2S2O5. The pH was adjusted to neutral by the addition of 2.5N NaOH and extracted with EtOAc. The organic extract was concentrated under reduced pressure, and the residue was purified by... Run at time 1 hour. Product: NC1=C(C=C(C=C1)C=1NC(=C(N1)C1=CC=C(C=C1)F)C1=CC=NC=C1)I (2-(4-Amino-3-iodophenyl)-4-(4-fluorophenyl)-5-(4-pyridyl)-1H-imidazole). Starting materials: C(C)OC1=C(C=CC=C1)SC1=C(C=C(C=C1)\C=C\C(=O)N1CC(CCC1)C(=O)OCC)Cl ((2-Ethoxyphenyl)-[2-chloro-4-(E-[(3-ethoxycarbonylpiperidin-1-yl)carbonyl]ethenyl)phenyl]sulfide), resultant acid, [OH-].[K+] (KOH), [OH-].[Na+] (NaOH). Solvent: CO (MeOH), CO (MeOH), CO (methanol). Reaction conditions: time 8 hour. The product is C(C)OC1=C(C=CC=C1)SC1=C(C=C(C=C1)\C=C\C(=O)N1CC(CCC1)C(=O)O)Cl ((2-Ethoxyphenyl)-[2-chloro-4-(E-[(3-carboxypiperidin-1-yl)carbonyl]ethenyl)phenyl]sulfide). RXN SMILES: [CH2:1]([O:3][C:4]1[CH:9]=[CH:8][CH:7]=[CH:6][C:5]=1[S:10][C:11]1[CH:16]=[CH:15][C:14](/[CH:17]=[CH:18]/[C:19]([N:21]2[CH2:26][CH2:25][CH2:24][CH:23]([C:27]([O:29]CC)=[O:28])[CH2:22]2)=[O:20])=[CH:13][C:12]=1[Cl:32])[CH3:2].[OH-].[Na+].[OH-].[K+]>CO>[CH2:1]([O:3][C:4]1[CH:9]=[CH:8][CH:7]=[CH:6][C:5]=1[S:10][C:11]1[CH:16]=[CH:15][C:14](/[CH:17]=[CH:18]/[C:19]([N:21]2[CH2:26][CH2:25][CH2:24][CH:23]([C:27]([OH:29])=[O:28])[CH2:22]2)=[O:20])=[CH:13][C:12]=1[Cl:32])[CH3:2] |f:1.2,3.4|. Procedure: The compound of Example 137 was hydrolyzed using an excess of aqueous 10% NaOH in methanol, stirring overnight. The reaction mixture was concentrated in vacuo, water was added, and the solution was extracted with ether. The mixture was acidified; the resultant solid was collected by filtration and dried overnight in a vacuum oven, giving a white solid, m.p. 166-171C. 1H-NMR (DMSO 300 MHz) δ 1.17 (t, J=7 Hz, 3H), broad peaks totaling 9 protons at 1.32-1.48, 1.51-1.78, 1.90-2.04, 2.25-2.50, 2.80-2... Starting materials: NC1=CC(N(C(N1C)=O)C)=O (6-amino-N,N'-dimethyluracil), ClC=1C=C(C=C(C(=O)OC)C(=O)C)C=CC1 (methyl 2-(3-chlorobenzylidene)acetoacetate). The solvent is C(C)(=O)O (acetic acid). Product: ClC=1C=C(C=CC1)C1C(=C(NC=2N(C(N(C(C21)=O)C)=O)C)C)C(=O)OC (Methyl 5-(3-Chlorophenyl)-5,8-dihydro-1,3,7-trimethyl-2,4-dioxopyrido[2,3-d]pyrimidine-6-carboxylate). Yield: 55.0%. As a reaction SMILES: [NH2:1][C:2]1[N:7]([CH3:8])[C:6](=[O:9])[N:5]([CH3:10])[C:4](=[O:11])[CH:3]=1.[Cl:12][C:13]1[CH:14]=[C:15]([CH:25]=[CH:26][CH:27]=1)[CH:16]=[C:17]([C:22]([CH3:24])=O)[C:18]([O:20][CH3:21])=[O:19]>C(O)(=O)C>[Cl:12][C:13]1[CH:14]=[C:15]([CH:16]2[C:3]3[C:4](=[O:11])[N:5]([CH3:10])[C:6](=[O:9])[N:7]([CH3:8])[C:2]=3[NH:1][C:22]([CH3:24])=[C:17]2[C:18]([O:20][CH3:21])=[O:19])[CH:25]=[CH:26][CH:27]=1. Reported procedure: A mixture of 6-amino-N,N'-dimethyluracil (1.5 g, 10 mM) and methyl 2-(3-chlorobenzylidene)acetoacetate (2.38 g, 10 mM) in glacial acetic acid (20 ml) was stirred at reflux under N2 for 3 hrs., cooled to ambient, evaporated in vacuo and diluted with acetone to precipitate out the product. Recrystallization from MeOH/Acetone gave the title compound (2.0 g,53%), mp. 230° C. Starting materials: S1C(SCCC1)=C1CCOC2=C1C=C(C=C2)F (4-m-dithian-2-ylidene-6-fluoro-2,3-dihydro-4H-1-benzopyran), ClN1C(CCC1=O)=O (N-chlorosuccinimide). The solvent is O (water), C(C)#N (acetonitrile), O (water), O1CCCC1 (tetrahydrofuran), C(C)O (ethanol). Reaction conditions: time 3 hour. Yields the product ClN1C(CCC1=O)=O (N-chlorosuccinimide), C1(CCC(N1)=O)=O (succinimide). Reaction SMILES: S1CCCSC1=C1C2C=C(F)C=CC=2OCC1.[Cl:18][N:19]1[C:23](=[O:24])[CH2:22][CH2:21][C:20]1=[O:25]>O1CCCC1.C(#N)C.C(O)C.O>[Cl:18][N:19]1[C:23](=[O:24])[CH2:22][CH2:21][C:20]1=[O:25].[C:20]1(=[O:25])[NH:19][C:23](=[O:24])[CH2:22][CH2:21]1. Procedure details: A solution of 10.73 g of 4-m-dithian-2-ylidene-6-fluoro-2,3-dihydro-4H-1-benzopyran in 107 ml of tetrahydrofuran was slowly added dropwise at room temperature to 26.7 g of freshly crystallized N-chlorosuccinimide dissolved in 210 ml of acetonitrile and 105 ml of ethanol. The mixture was stirred at room temperature for 3 hours, subsequently hydrolyzed by the addition of 100 ml of water, diluted with 1 l of water and extracted with three portions of ethyl acetate. The organic phases were washed tw... The reactants are ClC1=C(C(=CC=C1)Cl)O (2,6-Dichlorophenol), [S-]C#N.[NH4+] (ammonium thiocyanate). The solvent is CO (methanol). Run at temperature 0 celsius, time 3 hour. Yields the product ClC=1C=C(C=C(C1O)Cl)SC#N (3,5-dichloro-4-hydroxyphenyl thiocyanate). The yield is 14.8%. Reaction SMILES: [Cl:1][C:2]1[CH:7]=[CH:6][CH:5]=[C:4]([Cl:8])[C:3]=1[OH:9].[S-:10][C:11]#[N:12].[NH4+]>CO>[Cl:1][C:2]1[CH:7]=[C:6]([S:10][C:11]#[N:12])[CH:5]=[C:4]([Cl:8])[C:3]=1[OH:9] |f:1.2|. Procedure details: 2,6-Dichlorophenol (100 g, 0.613 mole) and ammonium thiocyanate (102.73 g, 1.350 mole) were mixed in methanol and the solution cooled to 0° C. Chlorine gas was bubbled through the reaction, maintaining the temperature below 10° C. The solution turned a pale yellow color. The reaction was stirred for a total of 3 hours until acidic at which time ammonia gas was bubbled through the reaction mixture and the solution stirred for an additional three hours 0° to 10° C. The reaction was poured into ice... Reactants: COc1ccc(C=O)cc1OC1CCCC1, [Li]C, C1CCOC1. Product: COc1ccc(C(C)O)cc1OC1CCCC1. Reaction SMILES: [CH:1]1([O:6][c:7]2[cH:8][c:9]([CH:10]=[O:11])[cH:12][cH:13][c:14]2[O:15][CH3:16])[CH2:2][CH2:3][CH2:4][CH2:5]1.[Li:17][CH3:18].[O:19]1[CH2:20][CH2:21][CH2:22][CH2:23]1>>[CH:1]1([O:6][c:7]2[cH:8][c:9]([CH:10]([OH:11])[CH3:18])[cH:12][cH:13][c:14]2[O:15][CH3:16])[CH2:2][CH2:3][CH2:4][CH2:5]1. Reactants: C(C)(C)(C)OC(CCC1=CC(=C(C=C1)C1=CC=C(C=C1)C(=O)OC)OC)=O (methyl 4′-(3-tert-butoxy-3-oxopropyl)-2′-methoxy-1,1′-biphenyl-4-carboxylate), C[Si]([O-])(C)C.[K+] (potassium trimethylsilanolate), Cl (HCl). The solvent is C(C)(=O)OCC (ethyl acetate), O (water), C1CCOC1 (THF). Yields the product C(C)(C)(C)OC(CCC1=CC(=C(C=C1)C1=CC=C(C=C1)C(=O)O)OC)=O (4′-(3-tert-butoxy-3-oxopropyl)-2′-methoxy-1,1′-biphenyl-4-carboxylic acid). RXN SMILES: [C:1]([O:5][C:6](=[O:27])[CH2:7][CH2:8][C:9]1[CH:14]=[CH:13][C:12]([C:15]2[CH:20]=[CH:19][C:18]([C:21]([O:23]C)=[O:22])=[CH:17][CH:16]=2)=[C:11]([O:25][CH3:26])[CH:10]=1)([CH3:4])([CH3:3])[CH3:2].C[Si](C)(C)[O-].[K+].Cl>C1COCC1.C(OCC)(=O)C.O>[C:1]([O:5][C:6](=[O:27])[CH2:7][CH2:8][C:9]1[CH:14]=[CH:13][C:12]([C:15]2[CH:16]=[CH:17][C:18]([C:21]([OH:23])=[O:22])=[CH:19][CH:20]=2)=[C:11]([O:25][CH3:26])[CH:10]=1)([CH3:4])([CH3:3])[CH3:2] |f:1.2|. Procedure: A mixture of Example 122K (3.5 g), and potassium trimethylsilanolate (1.70 g) in THF (250 mL) at room temperature was stirred for 18 hours, diluted with ethyl acetate (400 mL) and water (50 mL), and adjusted to pH 3 with 2N HCl. The organic phase was washed with water (150 mL) and brine (100 mL), dried (MgSO4), filtered, and concentrated to provide the desired product. MS (DCI (+)) m/e 357 (M+H)+. The reactants are CC(C)(CO)N1CCN(C(=O)OCc2ccccc2)CC1, CO. The product is CC(C)(CO)N1CCNCC1. Reaction SMILES: [CH2:1]([O:2][C:3](=[O:4])[N:11]1[CH2:12][CH2:13][N:14]([C:17]([CH2:18][OH:19])([CH3:20])[CH3:21])[CH2:15][CH2:16]1)[c:5]1[cH:6][cH:7][cH:8][cH:9][cH:10]1.[CH3:22][OH:23]>>[NH:11]1[CH2:12][CH2:13][N:14]([C:17]([CH2:18][OH:19])([CH3:20])[CH3:21])[CH2:15][CH2:16]1.